This data is from the Open Reaction Database (ORD), a public repository of structured organic reaction records. The task is: describe an organic reaction: reactants, conditions, products, and yield The reactants are CC1(SC2=CC(=C(C=C2C(=C1)OS(=O)(=O)C(F)(F)F)C#CC1=CC=C(C(=O)OCC)C=C1)OC)C (ethyl 4-(2,2-dimethyl-4-trifluoromethanesulfonyloxy-7-methoxy-(2H)-thiochromen-6-ylethynyl)-benzoate), CC1=CC=C(C=C1)Br (4-methylbromobenzene), C(C)(C)(C)[Li] (tert-butyllithium), solution, CC1(SC2=CC(=C(C=C2C(=C1)OS(=O)(=O)C(F)(F)F)C#CC1=CC=C(C(=O)OCC)C=C1)OC)C (ethyl 4-(2,2-dimethyl-4-trifluoromethanesulfonyloxy-7-methoxy-(2H)-thiochromen-6-ylethynyl)-benzoate). The reagents and catalysts are C=1C=CC(=CC1)[P](C=2C=CC=CC2)(C=3C=CC=CC3)[Pd]([P](C=4C=CC=CC4)(C=5C=CC=CC5)C=6C=CC=CC6)([P](C=7C=CC=CC7)(C=8C=CC=CC8)C=9C=CC=CC9)[P](C=1C=CC=CC1)(C=1C=CC=CC1)C=1C=CC=CC1 (tetrakis(triphenylphosphine)palladium(0)), [Cl-].[Cl-].[Zn+2] (ZnCl2). Solvent: C1CCOC1 (THF), C1CCOC1 (THF), CCCCC (pentane), C1CCOC1 (THF). The product is CC1=CC=C(C=C1)C1=CC(SC2=CC(=C(C=C12)C#CC1=CC=C(C(=O)OCC)C=C1)OC)(C)C (Ethyl 4-[[4-(4-methylphenyl)-2,2-dimethyl-7-methoxy-(2H)-thiochromen-6-yl]-ethynyl]-benzoate), EtOAc hexanes. The yield is 2.0%. As a reaction SMILES: [CH3:1][C:2]1[CH:7]=[CH:6][C:5](Br)=[CH:4][CH:3]=1.C([Li])(C)(C)C.[CH3:14][C:15]1([CH3:48])[CH:24]=[C:23](OS(C(F)(F)F)(=O)=O)[C:22]2[C:17](=[CH:18][C:19]([O:46][CH3:47])=[C:20]([C:33]#[C:34][C:35]3[CH:45]=[CH:44][C:38]([C:39]([O:41][CH2:42][CH3:43])=[O:40])=[CH:37][CH:36]=3)[CH:21]=2)[S:16]1>C1COCC1.CCCCC.[Cl-].[Cl-].[Zn+2].C1C=CC([P]([Pd]([P](C2C=CC=CC=2)(C2C=CC=CC=2)C2C=CC=CC=2)([P](C2C=CC=CC=2)(C2C=CC=CC=2)C2C=CC=CC=2)[P](C2C=CC=CC=2)(C2C=CC=CC=2)C2C=CC=CC=2)(C2C=CC=CC=2)C2C=CC=CC=2)=CC=1>[CH3:1][C:2]1[CH:7]=[CH:6][C:5]([C:23]2[C:22]3[C:17](=[CH:18][C:19]([O:46][CH3:47])=[C:20]([C:33]#[C:34][C:35]4[CH:45]=[CH:44][C:38]([C:39]([O:41][CH2:42][CH3:43])=[O:40])=[CH:37][CH:36]=4)[CH:21]=3)[S:16][C:15]([CH3:14])([CH3:48])[CH:24]=2)=[CH:4][CH:3]=1 |f:5.6.7,^1:65,67,86,105|. Procedure details: A solution of 4-methylbromobenzene (499.0 mg, 2.92 mmol) in 2.0 mL of THF was cooled to -78° C. and tert-butyllithium (374.2 mg, 5.84 mmol, 3.4 ml of a 1.7M solution in pentane) was added to give a yellow solution. After 30 minutes a solution of ZnCl2 (613.0 mg, 4.50 mmol) in 4.0 mL THF was slowly added via cannula. The resulting solution was warmed to room temperature and transferred via cannula to a solution of ethyl 4-(2,2-dimethyl-4-trifluoromethanesulfonyloxy-7-methoxy-(2H)-thiochromen-6-yl... Reactants: BrC=1C=C(C=CC1N1CCN(CC1)S(=O)(=O)C=1SC=CC1)C(C(F)(F)F)(C(F)(F)F)O (2-(3-bromo-4-(4-(2-thiophenylsulfonyl)-1-piperazinyl)phenyl)-1,1,1,3,3,3-hexafluoro-2-propanol), C1(=CC=CC=C1)B(O)O (phenylboronic acid), C([O-])([O-])=O.[Cs+].[Cs+] (cesium carbonate). The reagents and catalysts are Cl[Pd]Cl (dichloropalladium (II)), C1(=CC=CC=C1)P([C-]1C=CC=C1)C1=CC=CC=C1.[C-]1(C=CC=C1)P(C1=CC=CC=C1)C1=CC=CC=C1.[Fe+2] (1,1′ bis(diphenylphosphino)ferrocene). Solvent: O (water), C1CCOC1 (THF). Conditions: temperature 100 celsius. Yields the product FC(C(=O)O)(F)F.FC(C(C(F)(F)F)(O)C=1C=C(C(=CC1)N1CCN(CC1)S(=O)(=O)C=1SC=CC1)C1=CC=CC=C1)(F)F (1,1,1,3,3,3-hexafluoro-2-(6-(4-(2-thiophenylsulfonyl)-1-piperazinyl)-3-biphenylyl)-2-propanol trifluoroacetate). The yield is 79.4%. Reaction SMILES: Br[C:2]1[CH:3]=[C:4]([C:22]([OH:31])([C:27]([F:30])([F:29])[F:28])[C:23]([F:26])([F:25])[F:24])[CH:5]=[CH:6][C:7]=1[N:8]1[CH2:13][CH2:12][N:11]([S:14]([C:17]2[S:18][CH:19]=[CH:20][CH:21]=2)(=[O:16])=[O:15])[CH2:10][CH2:9]1.[C:32]1(B(O)[OH:39])[CH:37]=[CH:36][CH:35]=[CH:34][CH:33]=1.C(=O)([O-])[O-].[Cs+].[Cs+]>C1COCC1.O.C1(P(C2C=CC=CC=2)[C-]2C=CC=C2)C=CC=CC=1.[C-]1(P(C2C=CC=CC=2)C2C=CC=CC=2)C=CC=C1.[Fe+2].Cl[Pd]Cl>[F:28][C:27]([F:30])([F:29])[C:22]([OH:31])=[O:39].[F:24][C:23]([F:26])([F:25])[C:22]([C:4]1[CH:3]=[C:2]([C:32]2[CH:37]=[CH:36][CH:35]=[CH:34][CH:33]=2)[C:7]([N:8]2[CH2:13][CH2:12][N:11]([S:14]([C:17]3[S:18][CH:19]=[CH:20][CH:21]=3)(=[O:16])=[O:15])[CH2:10][CH2:9]2)=[CH:6][CH:5]=1)([OH:31])[C:27]([F:30])([F:29])[F:28] |f:2.3.4,7.8.9,11.12|. Procedure details: 2-(3-bromo-4-(4-(2-thiophenylsulfonyl)-1-piperazinyl)phenyl)-1,1,1,3,3,3-hexafluoro-2-propanol (90 mg, 0.163 mmol), phenylboronic acid (23.8 mg, 0.195 mmol, Sigma-Aldrich, St. Louis, Mo.), 1,1′ bis(diphenylphosphino)ferrocene]dichloropalladium (II) (13.28 mg, 0.016 mmol, Sigma-Aldrich, St. Louis, Mo.), and cesium carbonate (159 mg, 0.488 mmol) were combined in THF (3 mL) and water (1 mL). The reaction mixture was stirred and heated in a Discover model microwave reactor (CEM, Matthews, N.C.) at 1... Starting materials: NC1=C(C=CC(=C1)C(F)(F)F)O (2-Amino-4-(trifluoromethyl)phenol), BrC1=CC=C(C=C1)N=C=S (1-bromo-4-isothio-cyanatobenzene), 1-[3-(dimethylamino)propyl]-3-ethylcarhodiimide hydrochloride. Solvent: C(C)O (ethyl alcohol). Conditions: time 2 hour. Product: BrC1=CC=C(C=C1)NC=1OC2=C(N1)C=C(C=C2)C(F)(F)F (N-(4-Bromophenyl)-5-(trifluoromethyl)-1,3-benzoxazol-2-amine). The yield is 62.6%. Reaction SMILES: [NH2:1][C:2]1[CH:7]=[C:6]([C:8]([F:11])([F:10])[F:9])[CH:5]=[CH:4][C:3]=1[OH:12].[Br:13][C:14]1[CH:19]=[CH:18][C:17]([N:20]=[C:21]=S)=[CH:16][CH:15]=1>C(O)C>[Br:13][C:14]1[CH:19]=[CH:18][C:17]([NH:20][C:21]2[O:12][C:3]3[CH:4]=[CH:5][C:6]([C:8]([F:9])([F:10])[F:11])=[CH:7][C:2]=3[N:1]=2)=[CH:16][CH:15]=1. Procedure: 2-Amino-4-(trifluoromethyl)phenol (250 mg, 1.41 mmol) and 1-bromo-4-isothio-cyanatobenzene (302 mg, 1.41 mmol) were stirred in ethyl alcohol at ambient temperature for 18 h. The flask was charged with 1-[3-(dimethylamino)propyl]-3-ethylcarhodiimide hydrochloride (EDCI) (405 mg, 2.12 mmol), and the mixture was stirred for 2 h before being heated at reflux overnight. The reaction was allowed to cool to rt and was concentrated under reduced pressure. The residue was dissolved in ethyl acetate and w... Conditions: temperature 120 celsius, time 1 hour. Reagents/catalysts: [Cr] (chromium). The product is OC(COC(CCCCCCCC(=O)OCC(CO)O)=O)CO (Bis(2,3-dihydroxy propyl)azelate). Starting materials: C(CCCCCCCC(=O)O)(=O)O (Azelaic acid), C1C(O1)CO (Glycidol). Procedure details: Azelaic acid 94 parts, 0.5 mol.) was heated to 120° C. A catalyst, AMC-2 (commercial chromium salt, 0.8 g) was added. Glycidol (81.5 g, 1.1 mol.) was added dropwise with stirring during 1 hour while keeping the temperature within 115° and 125° C. To complete the reaction, heating at 120° C. was continued for another hour. The product was a viscous liquid which crystallized very slowly to a waxy solid. It had residual acid and epoxy contents of 0.03 and 0.07 meq./g, respectively, and a purity of ... RXN SMILES: [C:1]([OH:13])(=[O:12])[CH2:2][CH2:3][CH2:4][CH2:5][CH2:6][CH2:7][CH2:8][C:9]([OH:11])=[O:10].[CH2:14]1[O:16][CH:15]1[CH2:17][OH:18]>[Cr]>[OH:16][CH:15]([CH2:17][OH:18])[CH2:14][O:10][C:9](=[O:11])[CH2:8][CH2:7][CH2:6][CH2:5][CH2:4][CH2:3][CH2:2][C:1]([O:13][CH2:14][CH:15]([OH:16])[CH2:17][OH:18])=[O:12]. Starting materials: CN(C)C=O (DMF), C(C(=O)Cl)(=O)Cl (oxalyl chloride), ClC1=C(C=CC(=C1)Cl)C1=C(C=C(C(N1)=O)C(=O)O)C1=CC=C(C=C1)Cl (6-(2,4-dichlorophenyl)-5-(4-chlorophenyl)-2-oxo-1,2-dihydropyridine-3-carboxylic acid), C(Cl)Cl (methylene chloride). Reaction conditions: time 1 hour. The product is ClC1=NC(=C(C=C1C(=O)Cl)C1=CC=C(C=C1)Cl)C1=C(C=C(C=C1)Cl)Cl (2-(Chloro)-6-(2,4-dichlorophenyl)-5-(4-chlorophenyl)pyridine-3-carbonyl chloride). RXN SMILES: [Cl:1][C:2]1[CH:7]=[C:6]([Cl:8])[CH:5]=[CH:4][C:3]=1[C:9]1[NH:14][C:13](=O)C(C(O)=O)=[CH:11][C:10]=1[C:19]1[CH:24]=[CH:23][C:22]([Cl:25])=[CH:21][CH:20]=1.CN(C=O)C.[C:31](Cl)(=O)[C:32]([Cl:34])=[O:33].C(Cl)[Cl:38]>>[Cl:38][C:13]1[C:31]([C:32]([Cl:34])=[O:33])=[CH:11][C:10]([C:19]2[CH:24]=[CH:23][C:22]([Cl:25])=[CH:21][CH:20]=2)=[C:9]([C:3]2[CH:4]=[CH:5][C:6]([Cl:8])=[CH:7][C:2]=2[Cl:1])[N:14]=1. Reported procedure: To a suspension of 6-(2,4-dichlorophenyl)-5-(4-chlorophenyl)-2-oxo-1,2-dihydropyridine-3-carboxylic acid (200 mg, 0.41 mmol) from Step A in methylene chloride was added a drop of DMF (cat.) and oxalyl chloride (0.18 mL, 2.0 mmol). The reaction was stirred at rt for 1 h and then evaporated to dryness. The acid chloride was dissolved in methylene chloride and used directly in the subsequent amide formation. As a reaction SMILES: [C:1]([CH3:2])([CH3:3])([CH3:4])[Si:5]([O:6][CH2:7][CH:8]1[CH:9]([c:13]2[cH:14][n:15][cH:16][cH:17][cH:18]2)[CH2:10][NH:11][CH2:12]1)([CH3:19])[CH3:20].[CH2:44]1[O:45][CH2:46][CH2:47][CH2:48]1.[CH:21]([N:22]([CH2:23][CH3:24])[CH:25]([CH3:26])[CH3:27])([CH3:28])[CH3:29].[Cl:30][C:31](=[O:32])[O:33][c:34]1[cH:35][cH:36][c:37]([C:38](=[O:39])[O:40][CH3:41])[cH:42][cH:43]1>>[C:1]([CH3:2])([CH3:3])([CH3:4])[Si:5]([O:6][CH2:7][CH:8]1[CH:9]([c:13]2[cH:14][n:15][cH:16][cH:17][cH:18]2)[CH2:10][N:11]([C:31](=[O:32])[O:33][c:34]2[cH:35][cH:36][c:37]([C:38](=[O:39])[O:40][CH3:41])[cH:42][cH:43]2)[CH2:12]1)([CH3:19])[CH3:20]. Starting materials: CC(C)(C)[Si](C)(C)OCC1CNCC1c1cccnc1, C1CCOC1, CCN(C(C)C)C(C)C, COC(=O)c1ccc(OC(=O)Cl)cc1. Yields the product COC(=O)c1ccc(OC(=O)N2CC(CO[Si](C)(C)C(C)(C)C)C(c3cccnc3)C2)cc1.